Dataset: the Open Reaction Database (ORD), a public repository of structured organic reaction records. Task: describe an organic reaction: reactants, conditions, products, and yield Starting materials: COc1ccc(CCl)cc1, COC(=O)c1ccc(CCl)o1, O=C1Nc2ccccc2C12COc1cc3c(cc12)OCCO3, O=C1Nc2ccccc2C12COc1cc3c(cc12)OCO3. Product: COC(=O)c1ccc(CN2C(=O)C3(COc4cc5c(cc43)OCCO5)c3ccccc32)o1. RXN SMILES: [CH3:55][O:56][c:57]1[cH:58][cH:59][c:60]([CH2:61][Cl:62])[cH:63][cH:64]1.[Cl:44][CH2:45][c:46]1[cH:47][cH:48][c:49]([C:51](=[O:52])[O:53][CH3:54])[o:50]1.[NH:1]1[C:2](=[O:22])[C:3]2([CH2:4][O:5][c:6]3[cH:7][c:8]4[c:9]([cH:14][c:15]32)[O:10][CH2:11][CH2:12][O:13]4)[c:16]2[cH:17][cH:18][cH:19][cH:20][c:21]21.[NH:23]1[c:24]2[c:25]([cH:26][cH:27][cH:28][cH:29]2)[C:30]2([c:31]3[cH:32][c:33]4[c:37]([cH:38][c:39]3[O:40][CH2:41]2)[O:36][CH2:35][O:34]4)[C:42]1=[O:43]>>[N:1]1([CH2:45][c:46]2[cH:47][cH:48][c:49]([C:51](=[O:52])[O:53][CH3:54])[o:50]2)[C:2](=[O:22])[C:3]2([CH2:4][O:5][c:6]3[cH:7][c:8]4[c:9]([cH:14][c:15]32)[O:10][CH2:11][CH2:12][O:13]4)[c:16]2[cH:17][cH:18][cH:19][cH:20][c:21]21. Starting materials: CC(=O)OC1C(COC(=O)c2ccccc2)OC(n2cc(F)c(N)nc2=O)C1F, CC(=O)O. The product is CC(=O)OC1C(COC(=O)c2ccccc2)OC(n2cc(F)c(=O)[nH]c2=O)C1F. As a reaction SMILES: [C:1]([CH3:2])(=[O:3])[O:4][CH:5]1[CH:6]([F:29])[CH:7]([n:20]2[c:21](=[O:22])[n:23][c:24]([NH2:25])[c:26]([F:28])[cH:27]2)[O:8][CH:9]1[CH2:10][O:11][C:12]([c:13]1[cH:14][cH:15][cH:16][cH:17][cH:18]1)=[O:19].[CH3:30][C:31]([OH:32])=[O:33]>>[C:1]([CH3:2])(=[O:3])[O:4][CH:5]1[CH:6]([F:29])[CH:7]([n:20]2[c:21](=[O:22])[nH:23][c:24](=[O:32])[c:26]([F:28])[cH:27]2)[O:8][CH:9]1[CH2:10][O:11][C:12]([c:13]1[cH:14][cH:15][cH:16][cH:17][cH:18]1)=[O:19]. The reactants are O1C(CCCC1)O[C@H](C#CC=O)CCCCC ((4S)-4-(2-Tetrahydropyranyloxy)-2-nonynal). Reagents/catalysts: [Pd] (palladium on charcoal). Solvent: O1CCOCC1 (dioxane). The product is O1C(CCCC1)O[C@H](CCC=O)CCCCC ((4S)-4-(2-tetrahydropyranyloxy)nonanal). RXN SMILES: [O:1]1[CH2:6][CH2:5][CH2:4][CH2:3][CH:2]1[O:7][C@@H:8]([CH2:13][CH2:14][CH2:15][CH2:16][CH3:17])[C:9]#[C:10][CH:11]=[O:12]>O1CCOCC1.[Pd]>[O:1]1[CH2:6][CH2:5][CH2:4][CH2:3][CH:2]1[O:7][C@@H:8]([CH2:13][CH2:14][CH2:15][CH2:16][CH3:17])[CH2:9][CH2:10][CH:11]=[O:12]. Reported procedure: (4S)-4-(2-Tetrahydropyranyloxy)-2-nonynal (54.6 g., 0.23 mole) in dioxane (200 ml.) is hydrogenated at room temperature and a pressure of 2-3 atmospheres over a 5% palladium on charcoal catalyst to yield (4S)-4-(2-tetrahydropyranyloxy)nonanal purified by distillation at reduced pressure. Product: C(C1=CC=CC=C1)C1CCN(CC1)C1=C(C=C(C(=C1)F)OC)F (4-benzyl-1-(2,5-difluoro-4-methoxyphenyl)piperidine). Reaction SMILES: BrC1C=CC(OC)=C(C)C=1.Br[C:12]1[C:17]([F:18])=[CH:16][C:15]([O:19][CH3:20])=[C:14]([F:21])[CH:13]=1.C(N1CCNCC1)CC1C=CC=CC=1.[CH2:36]([CH:43]1[CH2:48][CH2:47][NH:46][CH2:45][CH2:44]1)[C:37]1[CH:42]=[CH:41][CH:40]=[CH:39][CH:38]=1>>[CH2:36]([CH:43]1[CH2:48][CH2:47][N:46]([C:12]2[CH:13]=[C:14]([F:21])[C:15]([O:19][CH3:20])=[CH:16][C:17]=2[F:18])[CH2:45][CH2:44]1)[C:37]1[CH:42]=[CH:41][CH:40]=[CH:39][CH:38]=1. Reported procedure: Production Example 9 was repeated except that 5-bromo-2-methoxytoluene was replaced with 4-bromo-2,5-difluoroanisole (446 mg), and 1-phenethylpiperazine was replaced with 4-benzylpiperidine (2.30 mL). The resulting crude product was purified on silica gel column chromatography (eluent, hexane: ethyl acetate=4:1) to provide 4-benzyl-1-(2,5-difluoro-4-methoxyphenyl)piperidine (304 mg). The reactants are BrC=1C=CC(=C(C1)C)OC (5-bromo-2-methoxytoluene), C(C1=CC=CC=C1)C1CCNCC1 (4-benzylpiperidine), BrC1=CC(=C(C=C1F)OC)F (4-bromo-2,5-difluoroanisole), C(CC1=CC=CC=C1)N1CCNCC1 (1-phenethylpiperazine). The reactants are BrC1=CC=C2C3=C(NC2=C1)CC1CCCN1C3 (8-Bromo-2,3,5,10,11,11a-hexahydro-1H-indolizino[7,6-b]indole), ClC1=CC(=C(COC2=CC(NC=C2)=O)C=C1)F (4-(4-chloro-2-fluorobenzyloxy)pyridin-2(1H)-one). Yields the product Cl.ClC1=CC(=C(COC2=CC(N(C=C2)C2=CC=C3C4=C(NC3=C2)CC2CCCN2C4)=O)C=C1)F (4-(4-Chloro-2-fluorobenzyloxy)-1-(2,3,5,10,11,11a-hexahydro-1H-indolizino[7,6-b]indol-8-yl)pyridin-2(1H)-one Hydrochloride). Isolated yield 40.8%. RXN SMILES: Br[C:2]1[CH:10]=[C:9]2[C:5]([C:6]3[CH2:17][N:16]4[CH:12]([CH2:13][CH2:14][CH2:15]4)[CH2:11][C:7]=3[NH:8]2)=[CH:4][CH:3]=1.[Cl:18][C:19]1[CH:33]=[CH:32][C:22]([CH2:23][O:24][C:25]2[CH:30]=[CH:29][NH:28][C:27](=[O:31])[CH:26]=2)=[C:21]([F:34])[CH:20]=1>>[ClH:18].[Cl:18][C:19]1[CH:33]=[CH:32][C:22]([CH2:23][O:24][C:25]2[CH:30]=[CH:29][N:28]([C:2]3[CH:10]=[C:9]4[C:5]([C:6]5[CH2:17][N:16]6[CH:12]([CH2:13][CH2:14][CH2:15]6)[CH2:11][C:7]=5[NH:8]4)=[CH:4][CH:3]=3)[C:27](=[O:31])[CH:26]=2)=[C:21]([F:34])[CH:20]=1 |f:2.3|. Reported procedure: 8-Bromo-2,3,5,10,11,11a-hexahydro-1H-indolizino[7,6-b]indole (200 mg, 0.685 mmol) and 4-(4-chloro-2-fluorobenzyloxy)pyridin-2(1H)-one (173 mg, 0.685 mmol) were reacted following the procedure for Example 2 (step b) to provide the title compound (70 mg, 20%) as a brown solid: 1H NMR (300 MHz, DMSO-d6) δ 11.44 (s, 1H), 10.41 (s, 1H), 7.65-7.61 (t, J=8.2 Hz, 1H), 7.56-7.50 (m, 3H), 7.40-7.37 (dd, J=8.2, 1.9 Hz, 1H), 7.34-7.33 (d, J=1.7 Hz, 1H), 6.97-6.95 (dd, J=8.4, 1.8 Hz, 1H), 6.08-6.06 (dd, J=7....